describe an organic reaction: reactants, conditions, products, and yield From a dataset of the Open Reaction Database (ORD), a public repository of structured organic reaction records. Reaction SMILES: C1(OC)C=CC=CC=1.[F:9][C:10]1[CH:18]=[CH:17][C:16]2[N:15](CC3C=CC(OC)=CC=3)[C:14]3[CH:28]=[CH:29][N:30]([C:33]4[CH:34]=[N:35][CH:36]=[CH:37][C:38]=4[C:39]([F:42])([F:41])[F:40])[C:31](=[O:32])[C:13]=3[C:12]=2[CH:11]=1.C(OCC)(=O)C>C(O)(C(F)(F)F)=O.CCCCCC>[F:9][C:10]1[CH:18]=[CH:17][C:16]2[NH:15][C:14]3[CH:28]=[CH:29][N:30]([C:33]4[CH:34]=[N:35][CH:36]=[CH:37][C:38]=4[C:39]([F:41])([F:40])[F:42])[C:31](=[O:32])[C:13]=3[C:12]=2[CH:11]=1. Procedure details: Anisole (0.25 mL) was added to a stirred solution of 8-fluoro-5-(4-methoxybenzyl)-2-(4-(trifluoromethyl)pyridin-3-yl)-2,5-dihydro-1H-pyrido[4,3-b]indol-1-one (I-64c: 95 mg, 0.203 mmol) in TFA (10 mL) under nitrogen atmosphere and the resulting reaction mass was refluxed at 80° C. overnight. The reaction was monitored by TLC (80% ethyl acetate in hexane). The reaction mass was cooled to room temperature, concentrated under reduced pressure, basified using NaHCO3 solution to pH 8 and extracted usi... Conditions: temperature 80 celsius. Reactants: C1(=CC=CC=C1)OC (Anisole), FC1=CC=2C3=C(N(C2C=C1)CC1=CC=C(C=C1)OC)C=CN(C3=O)C=3C=NC=CC3C(F)(F)F (8-fluoro-5-(4-methoxybenzyl)-2-(4-(trifluoromethyl)pyridin-3-yl)-2,5-dihydro-1H-pyrido[4,3-b]indol-1-one), C(C)(=O)OCC (ethyl acetate). The solvent is CCCCCC (hexane), C(=O)(C(F)(F)F)O (TFA). Product: FC1=CC=2C3=C(NC2C=C1)C=CN(C3=O)C=3C=NC=CC3C(F)(F)F (8-fluoro-2-(4-(trifluoromethyl)pyridin-3-yl)-2,5-dihydro-1H-pyrido[4,3-b]indol-1-one). The yield is 12.8%. The reactants are BrC=1C=CC(NC1)=O (5-bromopyridin-2(1H)-one), C(C)(C)I (isopropyl iodide). The product is BrC=1C=CC(N(C1)C(C)C)=O (5-bromo-1-isopropylpyridin-2(1H)-one). RXN SMILES: [Br:1][C:2]1[CH:3]=[CH:4][C:5](=[O:8])[NH:6][CH:7]=1.[CH:9](I)([CH3:11])[CH3:10]>>[Br:1][C:2]1[CH:3]=[CH:4][C:5](=[O:8])[N:6]([CH:9]([CH3:11])[CH3:10])[CH:7]=1. Procedure details: 5-bromo-1-isopropylpyridin-2(1H)-one was prepared from 5-bromopyridin-2(1H)-one and isopropyl iodide following a procedure analogous to that described in Example 59 Step 1. Reactants: CC(C)C(N)=O, CCOC(C)=O, COC(=O)Cc1cccc(Br)c1, O, [Pd], c1ccc(P(c2ccccc2)c2ccccc2)cc1, c1ccc(P(c2ccccc2)c2ccccc2)cc1, c1ccc(P(c2ccccc2)c2ccccc2)cc1, c1ccc(P(c2ccccc2)c2ccccc2)cc1. Product: COC(=O)Cc1cccc(C#N)c1. As a reaction SMILES: [CH3:13][CH:14]([C:15]([NH2:17])=[O:18])[CH3:16].[CH3:19][CH2:20][O:21][C:22]([CH3:23])=[O:24].[CH3:1][O:2][C:3]([CH2:4][c:5]1[cH:6][c:7]([Br:11])[cH:8][cH:9][cH:10]1)=[O:12].[OH2:25].[Pd:26].[c:27]1([P:28]([c:29]2[cH:30][cH:31][cH:32][cH:33][cH:34]2)[c:35]2[cH:36][cH:37][cH:38][cH:39][cH:40]2)[cH:41][cH:42][cH:43][cH:44][cH:45]1.[c:46]1([P:47]([c:48]2[cH:49][cH:50][cH:51][cH:52][cH:53]2)[c:54]2[cH:55][cH:56][cH:57][cH:58][cH:59]2)[cH:60][cH:61][cH:62][cH:63][cH:64]1.[c:65]1([P:66]([c:67]2[cH:68][cH:69][cH:70][cH:71][cH:72]2)[c:73]2[cH:74][cH:75][cH:76][cH:77][cH:78]2)[cH:79][cH:80][cH:81][cH:82][cH:83]1.[c:84]1([P:85]([c:86]2[cH:87][cH:88][cH:89][cH:90][cH:91]2)[c:92]2[cH:93][cH:94][cH:95][cH:96][cH:97]2)[cH:98][cH:99][cH:100][cH:101][cH:102]1>>[CH3:1][O:2][C:3]([CH2:4][c:5]1[cH:6][c:7]([C:15]#[N:17])[cH:8][cH:9][cH:10]1)=[O:12]. The reactants are C(C)(C)(C)OC(C(C)(C)SC=1SC=C(N1)C(CCl)=O)=O (2-{[4-(chloroacetyl)-1,3-thiazol-2-yl]thio}-2-methylpropionic acid tert-butyl ester), ClC1=CC=C(C=C1)C1=CC=C(C=C1)O (4′-chlorobiphenyl-4-ol). The product is C(C)(C)(C)OC(C(C)(C)SC=1SC=C(N1)C(COC1=CC=C(C=C1)C1=CC=C(C=C1)Cl)=O)=O (2-[(4-{[(4′-chlorobiphenyl-4-yl)oxy]acetyl}-1,3-thiazol-2-yl)thio]-2-methylpropionic acid tert-butyl ester). Yield: 17.1%. RXN SMILES: [C:1]([O:5][C:6](=[O:20])[C:7]([S:10][C:11]1[S:12][CH:13]=[C:14]([C:16](=[O:19])[CH2:17]Cl)[N:15]=1)([CH3:9])[CH3:8])([CH3:4])([CH3:3])[CH3:2].[Cl:21][C:22]1[CH:27]=[CH:26][C:25]([C:28]2[CH:33]=[CH:32][C:31]([OH:34])=[CH:30][CH:29]=2)=[CH:24][CH:23]=1>>[C:1]([O:5][C:6](=[O:20])[C:7]([S:10][C:11]1[S:12][CH:13]=[C:14]([C:16](=[O:19])[CH2:17][O:34][C:31]2[CH:30]=[CH:29][C:28]([C:25]3[CH:26]=[CH:27][C:22]([Cl:21])=[CH:23][CH:24]=3)=[CH:33][CH:32]=2)[N:15]=1)([CH3:9])[CH3:8])([CH3:4])([CH3:3])[CH3:2]. Reported procedure: By an operation similar to that in Example 2-1 and using 2-{[4-(chloroacetyl)-1,3-thiazol-2-yl]thio}-2-methylpropionic acid tert-butyl ester (561 mg) obtained in Example 1 and 4′-chlorobiphenyl-4-ol (307 mg), 2-[(4-{[(4′-chlorobiphenyl-4-yl)oxy]acetyl}-1,3-thiazol-2-yl)thio]-2-methylpropionic acid tert-butyl ester (129 mg) was obtained. Furthermore, by operations similar to those in Example 2-2 and 2-3, the title compound (36 mg) was obtained.